describe an organic reaction: reactants, conditions, products, and yield From a dataset of the Open Reaction Database (ORD), a public repository of structured organic reaction records. The reactants are C(C1=CC=CC=C1)OC(=O)Cl (benzyloxycarbonyl chloride), CC(=O)C (acetone), BrCCN (2-bromoethylamine). Solvent: [OH-].[Na+] (sodium hydroxide). RXN SMILES: [CH2:1]([O:8][C:9](Cl)=[O:10])[C:2]1[CH:7]=[CH:6][CH:5]=[CH:4][CH:3]=1.CC(C)=O.[Br:16][CH2:17][CH2:18][NH2:19]>[OH-].[Na+]>[CH2:1]([O:8][C:9]([NH:19][CH2:18][CH2:17][Br:16])=[O:10])[C:2]1[CH:7]=[CH:6][CH:5]=[CH:4][CH:3]=1 |f:3.4|. Procedure: A solution of 0.46 mol (78.5 g) of benzyloxycarbonyl chloride in 1 volume of acetone is added slowly to a solution of 0.45 mol (92.2 g) of 2-bromoethylamine in 1 liter of nomal sodium hydroxide solution. When the reaction has ended (about 48 hours), the acetone is evaporated off under reduced pressure and the residue is then acidified to between pH 1 and 2 and extracted with ether. Benzyloxycarbonylamino-2-bromoethane is obtained after evaporation. This product is reacted with N-hydroxyphthalimi... Product: C(C1=CC=CC=C1)OC(=O)NCCBr (Benzyloxycarbonylamino-2-bromoethane). Starting materials: C=1(C(=CC=CC1)S(=O)(=O)C[N+]#[C-])C (toluenesulfonylmethylisocyanide), CC1=C(N=C(S1)C1=CC=CC=C1)COC1=NOC(=C1)COC1=C(C=O)C=CC=N1 (2-[[3-[(5-methyl-2-phenyl-4-thiazolyl)methoxy]-5-isoxazolyl]methoxy]nicotinaldehyde), CC(C)([O-])C.[K+] (potassium t-butoxide), CO (Methanol). Solvent: O (water), C(OC)COC (dimethoxyethane), C(OC)COC (dimethoxyethane), C(OC)COC (dimethoxyethane). Conditions: temperature -78 celsius, time 1 hour. Yields the product CC1=C(N=C(S1)C1=CC=CC=C1)COC1=NOC(=C1)COC1=NC=CC=C1CC#N (2-[2-[[3-[(5-methyl-2-phenyl-4-thiazolyl)methoxy]-5-isoxazolyl]methoxy]-3-pyridyl]acetonitrile). Yield: 62.6%. RXN SMILES: CC(C)([O-])C.[K+].C1(C)C(S([CH2:16][N+:17]#[C-])(=O)=O)=CC=CC=1.[CH3:20][C:21]1[S:25][C:24]([C:26]2[CH:31]=[CH:30][CH:29]=[CH:28][CH:27]=2)=[N:23][C:22]=1[CH2:32][O:33][C:34]1[CH:38]=[C:37]([CH2:39][O:40][C:41]2[N:48]=[CH:47][CH:46]=[CH:45][C:42]=2[CH:43]=O)[O:36][N:35]=1.CO>C(COC)OC.O>[CH3:20][C:21]1[S:25][C:24]([C:26]2[CH:31]=[CH:30][CH:29]=[CH:28][CH:27]=2)=[N:23][C:22]=1[CH2:32][O:33][C:34]1[CH:38]=[C:37]([CH2:39][O:40][C:41]2[C:42]([CH2:43][C:16]#[N:17])=[CH:45][CH:46]=[CH:47][N:48]=2)[O:36][N:35]=1 |f:0.1|. Reported procedure: To a mixture of potassium t-butoxide (0.40 g) and dimethoxyethane (10 mL) was added a solution (10 mL) of toluenesulfonylmethylisocyanide (0.37 g) in dimethoxyethane at −78° C. Further, a solution (10 mL) of 2-[[3-[(5-methyl-2-phenyl-4-thiazolyl)methoxy]-5-isoxazolyl]methoxy]nicotinaldehyde (0.70 g) in dimethoxyethane was added to the reaction mixture. The reaction mixture was stirred at −78° C. for 1 hr. Methanol (10 mL) was added to the reaction mixture at room temperature and the mixture was ... Starting materials: CN(C)C=O, CC(C)(C)OC(=O)NCCCI, [Na+], [OH-], COC(=O)c1cc2ccccc2[nH]1. The product is COC(=O)c1cc2ccccc2n1CCCNC(=O)OC(C)(C)C. Reaction SMILES: [CH3:28][N:29]([CH3:30])[CH:31]=[O:32].[I:16][CH2:17][CH2:18][CH2:19][NH:20][C:21]([O:22][C:23]([CH3:24])([CH3:25])[CH3:26])=[O:27].[Na+:15].[OH-:14].[nH:1]1[c:2]([C:10](=[O:11])[O:12][CH3:13])[cH:3][c:4]2[cH:5][cH:6][cH:7][cH:8][c:9]12>>[n:1]1([CH2:17][CH2:18][CH2:19][NH:20][C:21]([O:22][C:23]([CH3:24])([CH3:25])[CH3:26])=[O:27])[c:2]([C:10](=[O:11])[O:12][CH3:13])[cH:3][c:4]2[cH:5][cH:6][cH:7][cH:8][c:9]12. Starting materials: resultant mixture, [OH-].[Na+] (sodium hydroxide), C=O (formaldehyde), C1(CCCCC1)N1C=NC=C1C(=O)OC (1-cyclohexyl-5-carbmethoxyimidazole). Run in O (water). The product is C1(CCCCC1)N1C=NC=C1CO (1-cyclohexyl-5-hydroxymethylimidazole). RXN SMILES: [CH:1]1([N:7]2[C:11]([C:12](OC)=[O:13])=[CH:10][N:9]=[CH:8]2)[CH2:6][CH2:5][CH2:4][CH2:3][CH2:2]1.[OH-].[Na+].C=O>O>[CH:1]1([N:7]2[C:11]([CH2:12][OH:13])=[CH:10][N:9]=[CH:8]2)[CH2:2][CH2:3][CH2:4][CH2:5][CH2:6]1 |f:1.2|. Reported procedure: To a suspension of 2.1 g (0.01 mol) of 1-cyclohexyl-5-carbmethoxyimidazole in 6 ml of water are added 0.8 g (0.02 mol) of sodium hydroxide and 4 ml of ~37% aqueous formaldehyde solution. The resultant mixture is heated at 80°-90° C. for about 2 hours. After completion of the reaction, the solvent is stripped off, and the remaining residue is extracted with ethyl acetate. The ethyl acetate extracted is concentrated to give 1-cyclohexyl-5-hydroxymethylimidazole as a solid, m.p. 133°-134° C. Starting materials: C1CCNCC1, ClCCl, COc1cc(F)c(S(=O)(=O)Cl)cc1OC, O. Product: COc1cc(F)c(S(=O)(=O)N2CCCCC2)cc1OC. Reaction SMILES: [CH2:1]1[CH2:2][CH2:3][NH:4][CH2:5][CH2:6]1.[Cl:23][CH2:24][Cl:25].[F:7][c:8]1[c:9]([S:18](=[O:19])(=[O:20])[Cl:21])[cH:10][c:11]([O:16][CH3:17])[c:12]([O:14][CH3:15])[cH:13]1.[OH2:22]>>[CH2:1]1[CH2:2][CH2:3][N:4]([S:18]([c:9]2[c:8]([F:7])[cH:13][c:12]([O:14][CH3:15])[c:11]([O:16][CH3:17])[cH:10]2)(=[O:19])=[O:20])[CH2:5][CH2:6]1. Starting materials: C(C)(C)(C)OC1=CC=C(C=C1)C=1N=C(NC1C1=CC=C(C=C1)OC(C)(C)C)S(=O)(=O)C(C(F)F)(F)F (4,5-bis(4-t-butoxyphenyl)-2-(1,1,2,2-tetrafluoroethylsulfonyl)imidazole), FC(C(=O)O)(F)F (trifluoroacetic acid). Run in O (water). Reaction conditions: time 8 hour. Yields the product OC1=CC=C(C=C1)C=1N=C(NC1C1=CC=C(C=C1)O)S(=O)(=O)C(C(F)F)(F)F (4,5-bis(4-hydroxyphenyl)-2-(1,1,2,2-tetrafluoroethylsulfonyl)imidazole). As a reaction SMILES: C([O:5][C:6]1[CH:11]=[CH:10][C:9]([C:12]2[N:13]=[C:14]([S:28]([C:31]([F:36])([F:35])[CH:32]([F:34])[F:33])(=[O:30])=[O:29])[NH:15][C:16]=2[C:17]2[CH:22]=[CH:21][C:20]([O:23]C(C)(C)C)=[CH:19][CH:18]=2)=[CH:8][CH:7]=1)(C)(C)C.FC(F)(F)C(O)=O>O>[OH:5][C:6]1[CH:7]=[CH:8][C:9]([C:12]2[N:13]=[C:14]([S:28]([C:31]([F:35])([F:36])[CH:32]([F:34])[F:33])(=[O:29])=[O:30])[NH:15][C:16]=2[C:17]2[CH:18]=[CH:19][C:20]([OH:23])=[CH:21][CH:22]=2)=[CH:10][CH:11]=1. Procedure: A mixture of 4,5-bis(4-t-butoxyphenyl)-2-(1,1,2,2-tetrafluoroethylsulfonyl)imidazole and trifluoroacetic acid is stirred overnight at room temperature. The reaction mixture is poured into water, and work-up affords as product 4,5-bis(4-hydroxyphenyl)-2-(1,1,2,2-tetrafluoroethylsulfonyl)imidazole.